This data is from the Open Reaction Database (ORD), a public repository of structured organic reaction records. The task is: describe an organic reaction: reactants, conditions, products, and yield Reactants: Cc1ccccc1, OCc1ccc2c(c1)COC2c1ccc(F)cc1. Product: O=Cc1ccc2c(c1)COC2c1ccc(F)cc1. As a reaction SMILES: [CH3:19][c:20]1[cH:21][cH:22][cH:23][cH:24][cH:25]1.[F:1][c:2]1[cH:3][cH:4][c:5]([CH:8]2[O:9][CH2:10][c:11]3[cH:12][c:13]([CH2:17][OH:18])[cH:14][cH:15][c:16]32)[cH:6][cH:7]1>>[F:1][c:2]1[cH:3][cH:4][c:5]([CH:8]2[O:9][CH2:10][c:11]3[cH:12][c:13]([CH:17]=[O:18])[cH:14][cH:15][c:16]32)[cH:6][cH:7]1. Reactants: C=CC(=O)OC, O=c1[nH]c2cscc2c(=O)n1CCN1CCC(=C(c2ccc(F)cc2)c2ccc(F)cc2)CC1. The product is COC(=O)CCn1c(=O)n(CCN2CCC(=C(c3ccc(F)cc3)c3ccc(F)cc3)CC2)c(=O)c2cscc21. RXN SMILES: [C:35]([CH:36]=[CH2:37])(=[O:38])[O:39][CH3:40].[F:1][c:2]1[cH:3][cH:4][c:5]([C:8](=[C:9]2[CH2:10][CH2:11][N:12]([CH2:15][CH2:16][n:17]3[c:18](=[O:27])[nH:19][c:20]4[c:21]([c:22]3=[O:23])[cH:24][s:25][cH:26]4)[CH2:13][CH2:14]2)[c:28]2[cH:29][cH:30][c:31]([F:34])[cH:32][cH:33]2)[cH:6][cH:7]1>>[F:1][c:2]1[cH:3][cH:4][c:5]([C:8](=[C:9]2[CH2:10][CH2:11][N:12]([CH2:15][CH2:16][n:17]3[c:18](=[O:27])[n:19]([CH2:37][CH2:36][C:35](=[O:38])[O:39][CH3:40])[c:20]4[c:21]([c:22]3=[O:23])[cH:24][s:25][cH:26]4)[CH2:13][CH2:14]2)[c:28]2[cH:29][cH:30][c:31]([F:34])[cH:32][cH:33]2)[cH:6][cH:7]1.